Dataset: the Open Reaction Database (ORD), a public repository of structured organic reaction records. Task: describe an organic reaction: reactants, conditions, products, and yield Starting materials: ClC1=NC(=CC(=N1)Cl)Cl (2,4,6-trichloropyrimidine), O1C(=CC=C1)B(O)O (2-furanboronic acid), C([O-])([O-])=O.[K+].[K+] (potassium carbonate). The reagents and catalysts are C=1C=CC(=CC1)[P](C=2C=CC=CC2)(C=3C=CC=CC3)[Pd]([P](C=4C=CC=CC4)(C=5C=CC=CC5)C=6C=CC=CC6)([P](C=7C=CC=CC7)(C=8C=CC=CC8)C=9C=CC=CC9)[P](C=1C=CC=CC1)(C=1C=CC=CC1)C=1C=CC=CC1 (tetrakis(triphenylphosphine)palladium). Run in C1(=CC=CC=C1)C (toluene). Run at temperature 130 celsius. Yields the product ClC1=NC(=CC(=N1)Cl)C=1OC=CC1 (2,4-Dichloro-6-furan-2-yl-pyrimidine). Isolated yield 116.9%. RXN SMILES: [Cl:1][C:2]1[N:7]=[C:6]([Cl:8])[CH:5]=[C:4](Cl)[N:3]=1.[O:10]1[CH:14]=[CH:13][CH:12]=[C:11]1B(O)O.C(=O)([O-])[O-].[K+].[K+]>C1(C)C=CC=CC=1.C1C=CC([P]([Pd]([P](C2C=CC=CC=2)(C2C=CC=CC=2)C2C=CC=CC=2)([P](C2C=CC=CC=2)(C2C=CC=CC=2)C2C=CC=CC=2)[P](C2C=CC=CC=2)(C2C=CC=CC=2)C2C=CC=CC=2)(C2C=CC=CC=2)C2C=CC=CC=2)=CC=1>[Cl:1][C:2]1[N:7]=[C:6]([Cl:8])[CH:5]=[C:4]([C:11]2[O:10][CH:14]=[CH:13][CH:12]=2)[N:3]=1 |f:2.3.4,^1:34,36,55,74|. Reported procedure: To a solution of 2,4,6-trichloropyrimidine (0.5 g, 2.73 mmol), 2-furanboronic acid (0.152 g, 1.36 mmol), potassium carbonate (0.377 g, 1.36 mmol)) in toluene (2.5 ml) was added tetrakis(triphenylphosphine)palladium (0.08 g, 0.068 mmol). The reaction vessel was sealed and heated under the influence of microwave radiation (130° C., 600 seconds, low absorption setting). The crude reaction was concentrated in vauo to give an orange oil which was purified by flash chromatography (SiO2) (19:1—Hexanes:... Reactants: C1(=C(C=CC=C1)CN1C(=CC2=C(C=CC=C12)OC)CCC)C1=CC=CC=C1 (1-([1,1'-biphenyl]-2-ylmethyl)-4-methoxy-2-propyl-1H-indole), B(Br)(Br)Br (BBr3), ClCl (Cl2). Product: C1(=C(C=CC=C1)CN1C(=CC2=C(C=CC=C12)O)CCC)C1=CC=CC=C1 (1-([1,1'-biphenyl]-2-ylmethyl)-4-hydroxy-2-propyl-1H-indole). Yield: 71.1%. RXN SMILES: [C:1]1([C:22]2[CH:27]=[CH:26][CH:25]=[CH:24][CH:23]=2)[CH:6]=[CH:5][CH:4]=[CH:3][C:2]=1[CH2:7][N:8]1[C:16]2[C:11](=[C:12]([O:17]C)[CH:13]=[CH:14][CH:15]=2)[CH:10]=[C:9]1[CH2:19][CH2:20][CH3:21].B(Br)(Br)Br.ClCl>>[C:1]1([C:22]2[CH:27]=[CH:26][CH:25]=[CH:24][CH:23]=2)[CH:6]=[CH:5][CH:4]=[CH:3][C:2]=1[CH2:7][N:8]1[C:16]2[C:11](=[C:12]([OH:17])[CH:13]=[CH:14][CH:15]=2)[CH:10]=[C:9]1[CH2:19][CH2:20][CH3:21]. Reported procedure: By the method used in Example 1, Part D, 1.16 g (3.27 mmol) of 1-([1,1'-biphenyl]-2-ylmethyl)-4-methoxy-2-propyl-1H-indole was O-demethylated by treating it with 13 mL of 1M BBr3 /CH2 Cl2. The crude product was chromatographed on silica gel and eluted with 20% EtOAc/hexane to give 794 mg (71% yield) of 1-([1,1'-biphenyl]-2-ylmethyl)-4-hydroxy-2-propyl-1H-indole as an oil. Reactants: CC1(c2ccc3c(-c4ccc(OC(F)(F)F)cc4)c(OC4CCC(C(C)(C)C)CC4)ccc3c2)COC(=O)N1, CCOc1ccc(B(O)O)cc1. Yields the product CCOc1ccc(-c2c(OC3CCC(C(C)(C)C)CC3)ccc3cc(C4(C)COC(=O)N4)ccc23)cc1. Reaction SMILES: [C:1]([CH3:2])([CH3:3])([CH3:4])[CH:5]1[CH2:6][CH2:7][CH:8]([O:11][c:12]2[c:13](-[c:29]3[cH:30][cH:31][c:32]([O:35][C:36]([F:37])([F:38])[F:39])[cH:33][cH:34]3)[c:14]3[cH:15][cH:16][c:17]([C:22]4([CH3:28])[NH:23][C:24](=[O:27])[O:25][CH2:26]4)[cH:18][c:19]3[cH:20][cH:21]2)[CH2:9][CH2:10]1.[CH2:40]([O:41][c:42]1[cH:43][cH:44][c:45]([B:46]([OH:47])[OH:48])[cH:49][cH:50]1)[CH3:51]>>[C:1]([CH3:2])([CH3:3])([CH3:4])[CH:5]1[CH2:6][CH2:7][CH:8]([O:11][c:12]2[c:13](-[c:29]3[cH:30][cH:31][c:32]([O:35][CH2:36][CH3:40])[cH:33][cH:34]3)[c:14]3[cH:15][cH:16][c:17]([C:22]4([CH3:28])[NH:23][C:24](=[O:27])[O:25][CH2:26]4)[cH:18][c:19]3[cH:20][cH:21]2)[CH2:9][CH2:10]1. Starting materials: C(C)(C)(C)C1=NC=C(C(=N1)OCC)C=1N([C@]([C@](N1)(C)C1=CC=C(C=C1)Cl)(C)C1=CC=C(C=C1)Cl)C(=O)Cl ((4S,5R)-2-(2-tert-butyl-4-ethoxy-pyrimidin-5-yl)-4,5-bis-(4-chloro-phenyl)-4,5-dimethyl-4,5-dihydro-imidazole-1-carbonyl chloride), C(C)(C)(C)C1=CC(=C(C=N1)C=1N([C@]([C@](N1)(C)C1=CC=C(C=C1)Cl)(C)C1=CC=C(C=C1)Cl)C(=O)N1CCC(CC1)CS(=O)(=O)C)OCC ([(4S,5R)-2-(6-tert-Butyl-4-ethoxy-pyridin-3-yl)-4,5-bis-(4-chloro-phenyl)-4,5-dimethyl-4,5-dihydro-imidazol-1-yl]-(4-methanesulfonylmethyl-piperidin-1-yl)-methanone). The product is C(C)(C)(C)C1=NC=C(C(=N1)OCC)C=1N([C@]([C@](N1)(C)C1=CC=C(C=C1)Cl)(C)C1=CC=C(C=C1)Cl)C(=O)N1CCC(CC1)CS(=O)(=O)C ([(4S,5R)-2-(2-tert-Butyl-4-ethoxy-pyrimidin-5-yl)-4,5-bis-(4-chloro-phenyl)-4,5-dimethyl-4,5-dihydro-imidazol-1-yl]-(4-methanesulfonylmethyl-piperidin-1-yl)-methanone). Reaction SMILES: C(C1N=C(OCC)C(C2N(C(Cl)=O)[C@@](C3C=CC(Cl)=CC=3)(C)[C@@](C3C=CC(Cl)=CC=3)(C)N=2)=C[N:6]=1)(C)(C)C.[C:38]([C:42]1[N:47]=[CH:46][C:45]([C:48]2[N:49]([C:69]([N:71]3[CH2:76][CH2:75][CH:74]([CH2:77][S:78]([CH3:81])(=[O:80])=[O:79])[CH2:73][CH2:72]3)=[O:70])[C@@:50]([C:62]3[CH:67]=[CH:66][C:65]([Cl:68])=[CH:64][CH:63]=3)([CH3:61])[C@@:51]([C:54]3[CH:59]=[CH:58][C:57]([Cl:60])=[CH:56][CH:55]=3)([CH3:53])[N:52]=2)=[C:44]([O:82][CH2:83][CH3:84])C=1)([CH3:41])([CH3:40])[CH3:39]>>[C:38]([C:42]1[N:6]=[C:44]([O:82][CH2:83][CH3:84])[C:45]([C:48]2[N:49]([C:69]([N:71]3[CH2:72][CH2:73][CH:74]([CH2:77][S:78]([CH3:81])(=[O:80])=[O:79])[CH2:75][CH2:76]3)=[O:70])[C@@:50]([C:62]3[CH:67]=[CH:66][C:65]([Cl:68])=[CH:64][CH:63]=3)([CH3:61])[C@@:51]([C:54]3[CH:59]=[CH:58][C:57]([Cl:60])=[CH:56][CH:55]=3)([CH3:53])[N:52]=2)=[CH:46][N:47]=1)([CH3:40])([CH3:41])[CH3:39]. Procedure details: In a manner analogous to the method described in example 3, (4S,5R)-2-(2-tert-butyl-4-ethoxy-pyrimidin-5-yl)-4,5-bis-(4-chloro-phenyl)-4,5-dimethyl-4,5-dihydro-imidazole-1-carbonyl chloride (example 51) was reacted with 4-methanesulfonylmethyl-piperidine (example 52) to give the title compound. HR-MS (ES, m/z) calculated for C35H44Cl2N5O4S [(M+H)+] 700.2486, observed 700.2485. The reactants are (2E,4E)- and (2Z,4E)-4-Methyl-2,4-heptadien-1-ylamine, OC1=C(C=NC2=NC(=CC=C12)C)C(=O)O (4-hydroxy-7-methyl-1,8-naphthyridine-3-carboxylic acid), Cl.C(C)N=C=NCCCN(C)C (1-ethyl-3-(3-dimethylaminopropyl)carbodiimide hydrochloride), ON1N=NC2=C1C=CC=C2 (N-hydroxybenzotriazole). Solvent: CN(C=O)C (N,N-dimethylformamide), O (water). Conditions: temperature 0 celsius, time 2 hour. Product: OC1=C(C=NC2=NC(=CC=C12)C)C(=O)N (4-hydroxy-7-methyl-1,8-naphthyridine-3-carboxamide). The yield is 114.9%. RXN SMILES: [OH:1][C:2]1[C:11]2[C:6](=[N:7][C:8]([CH3:12])=[CH:9][CH:10]=2)[N:5]=[CH:4][C:3]=1[C:13]([OH:15])=O.Cl.C([N:19]=C=NCCCN(C)C)C.ON1C2C=CC=CC=2N=N1>CN(C)C=O.O>[OH:1][C:2]1[C:11]2[C:6](=[N:7][C:8]([CH3:12])=[CH:9][CH:10]=2)[N:5]=[CH:4][C:3]=1[C:13]([NH2:19])=[O:15] |f:1.2|. Reported procedure: A solution of 4-hydroxy-7-methyl-1,8-naphthyridine-3-carboxylic acid (3.06 g), 1-ethyl-3-(3-dimethylaminopropyl)carbodiimide hydrochloride (3.17 g), and N-hydroxybenzotriazole (2.53 g) in N,N-dimethylformamide (45 ml) was stirred at 0° C. for 15 minutes. (2E,4E)- and (2Z,4E)-4-Methyl-2,4-heptadien-1-ylamine (2.35 g) was added to the solution. The solution was stirred at 0° C. for 2 hours and then at room temperature overnight. The reaction mixture was diluted with water. The resulting precipitat... The reactants are CC(C)(C)OC(=O)N(CCC(=O)[O-])C1CCCC1, CCOC(C)=O, CCCCCCC. Yields the product CC(C)(C)OC(=O)N(CCCO)C1CCCC1. RXN SMILES: [C:1]([CH3:2])([CH3:3])([CH3:4])[O:5][C:6](=[O:7])[N:8]([CH2:9][CH2:10][C:11](=[O:12])[O-:13])[CH:14]1[CH2:15][CH2:16][CH2:17][CH2:18]1.[C:26]([O:27][CH2:28][CH3:29])(=[O:30])[CH3:31].[CH3:19][CH2:20][CH2:21][CH2:22][CH2:23][CH2:24][CH3:25]>>[C:1]([CH3:2])([CH3:3])([CH3:4])[O:5][C:6](=[O:7])[N:8]([CH2:9][CH2:10][CH2:11][OH:12])[CH:14]1[CH2:15][CH2:16][CH2:17][CH2:18]1. Reactants: O1C(OCC1)C1=C(C=CC=C1)[Mg]Br (2-(1,3-dioxolan-2-yl)phenylmagnesium bromide), CN(C1=C(C2=C(S1)C=C(C=C2)OC)C(=O)C2=CC=C(C=C2)OCCN2CCCCC2)C ((2-dimethylamino-6-methoxy-benzo[b]thiophen-3-yl)-[4-(2-piperidin-1-yl-ethoxy)-phenyl]-methanone). The solvent is C1CCOC1 (THF). Reaction conditions: time 2 hour. Yields the product O1C(OCC1)C1=C(C=CC=C1)C1=C(C2=C(S1)C=C(C=C2)OC)C(=O)C2=CC=C(C=C2)OCCN2CCCCC2 ([2-(2-[1,3]dioxolan-2-yl-phenyl)-6-methoxy-benzo[b]thiophen-3-yl]-[4-(2-piperidin-1-yl-ethoxy)-phenyl]-methanone). Reaction SMILES: [O:1]1[CH2:5][CH2:4][O:3][CH:2]1[C:6]1[CH:11]=[CH:10][CH:9]=[CH:8][C:7]=1[Mg]Br.CN(C)[C:16]1[S:20][C:19]2[CH:21]=[C:22]([O:25][CH3:26])[CH:23]=[CH:24][C:18]=2[C:17]=1[C:27]([C:29]1[CH:34]=[CH:33][C:32]([O:35][CH2:36][CH2:37][N:38]2[CH2:43][CH2:42][CH2:41][CH2:40][CH2:39]2)=[CH:31][CH:30]=1)=[O:28]>C1COCC1>[O:1]1[CH2:5][CH2:4][O:3][CH:2]1[C:6]1[CH:11]=[CH:10][CH:9]=[CH:8][C:7]=1[C:16]1[S:20][C:19]2[CH:21]=[C:22]([O:25][CH3:26])[CH:23]=[CH:24][C:18]=2[C:17]=1[C:27]([C:29]1[CH:34]=[CH:33][C:32]([O:35][CH2:36][CH2:37][N:38]2[CH2:43][CH2:42][CH2:41][CH2:40][CH2:39]2)=[CH:31][CH:30]=1)=[O:28]. Reported procedure: Add a solution of 2-(1,3-dioxolan-2-yl)phenylmagnesium bromide (15 mL of 0.5 M/THF, 7.5 mmol) to a stirred solution of (2-dimethylamino-6-methoxy-benzo[b]thiophen-3-yl)-[4-(2-piperidin-1-yl-ethoxy)-phenyl]-methanone (650 mg, 1.48 mmol) in THF (5 mL) at r.t. Stir the reaction mixture at r.t. for 2 h and quench with aq. NaHCO3. Dilute with CH2Cl2 and wash with water and brine, dry over MgSO4, filter and concentrate to afford [2-(2-[1,3]dioxolan-2-yl-phenyl)-6-methoxy-benzo[b]thiophen-3-yl]-[4-(2-p...